Task: describe an organic reaction: reactants, conditions, products, and yield. Dataset: the Open Reaction Database (ORD), a public repository of structured organic reaction records Reactants: O=C(OCc1ccccc1)c1ccc(Br)cc1F, O=C([O-])[O-], CCCCN, CS(C)=O, [Cs+], [Cs+]. The product is CCCCNc1cc(Br)ccc1C(=O)OCc1ccccc1. RXN SMILES: [Br:1][c:2]1[cH:3][c:4]([F:18])[c:5]([C:6](=[O:7])[O:8][CH2:9][c:10]2[cH:11][cH:12][cH:13][cH:14][cH:15]2)[cH:16][cH:17]1.[C:24](=[O:25])([O-:26])[O-:27].[CH2:19]([CH2:20][CH2:21][CH3:22])[NH2:23].[CH3:30][S:31]([CH3:32])=[O:33].[Cs+:28].[Cs+:29]>>[Br:1][c:2]1[cH:3][c:4]([NH:23][CH2:19][CH2:20][CH2:21][CH3:22])[c:5]([C:6](=[O:7])[O:8][CH2:9][c:10]2[cH:11][cH:12][cH:13][cH:14][cH:15]2)[cH:16][cH:17]1.